From a dataset of the Open Reaction Database (ORD), a public repository of structured organic reaction records. describe an organic reaction: reactants, conditions, products, and yield Reactants: C=C1C[C@H]2[C@@H]3CC(=C(C(C)=O)[C@]3(CC[C@@H]2[C@]2(CCC(C=C12)=O)C)C)CS(=O)C1=CC=CC=C1 (6-Methylene-16-(phenylsulfinylmethyl)pregna-4,16-diene-3,20-dione), C1(=CC=CC=C1)C (Toluene), CO (methanol), TEA, COP(OC)OC (trimethylphosphite). The solvent is O (water), C(C)(=O)OCC (Ethyl acetate). Run at time 1 hour. The product is O[C@]1(C(C)=O)C(C[C@H]2[C@@H]3CC(C4=CC(CC[C@]4(C)[C@H]3CC[C@]12C)=O)=C)=C (17α-Hydroxy-6,16-dimethylenepregn-4-ene-3,20-dione). RXN SMILES: [CH2:1]=[C:2]1[C:21]2[C@:16]([CH3:23])([CH2:17][CH2:18][C:19](=[O:22])[CH:20]=2)[C@@H:15]2[C@H:4]([C@H:5]3[C@:12]([CH3:24])([CH2:13][CH2:14]2)[C:8](C(=O)C)=[C:7](CS(C2C=CC=CC=2)=O)[CH2:6]3)[CH2:3]1.[C:34]1([CH3:40])C=CC=CC=1.[CH3:41][OH:42].C[O:44]P(OC)OC>C(OCC)(=O)C.O>[OH:42][C@:41]1([C@:12]2([CH3:24])[C@H:5]([C@H:4]3[C@H:15]([CH2:14][CH2:13]2)[C@:16]2([CH3:23])[C:21](=[CH:20][C:19](=[O:22])[CH2:18][CH2:17]2)[C:2](=[CH2:1])[CH2:3]3)[CH2:6][C:7]1=[CH2:8])[C:34](=[O:44])[CH3:40]. Reported procedure: 6-Methylene-16-phenylsulfonylmethylpregna-4,16-diene-3,20-dione (Example 6, 2.0 g) is placed in a 30-ml vial under nitrogen. Toluene (20 ml), methanol (2.89 ml), TEA (0.181 ml) and trimethylphosphite 1.02 ml) are added. After 1 hr at 20°-25°, the sealed vial was plunged into a hot oil bath with a bath temperature of 90° which is stirred at 90° for 4 hrs, at which time TLC shows the reaction to be essentially complete. The reaction mixture is transferred to a separatory funnel and water (10 ml) i...